From a dataset of the Open Reaction Database (ORD), a public repository of structured organic reaction records. describe an organic reaction: reactants, conditions, products, and yield Starting materials: IC=1C=CC(=C(C(=O)OC)C1)NC(=S)OCCC (methyl 5-iodo-2-[(propoxythioxomethyl)amino]benzoate), C(CC)N (propylamine). The solvent is solution. Reaction conditions: time 48 hour. Yields the product IC=1C=C2C(N(C(=NC2=CC1)OCCC)CCC)=O (6-Iodo-2-propoxy-3-propyl-4(3H)-quinazolinone). Reaction SMILES: [I:1][C:2]1[CH:3]=[CH:4][C:5]([NH:12][C:13]([O:15][CH2:16][CH2:17][CH3:18])=S)=[C:6]([CH:11]=1)[C:7]([O:9]C)=O.[CH2:19]([NH2:22])[CH2:20][CH3:21]>>[I:1][C:2]1[CH:11]=[C:6]2[C:5](=[CH:4][CH:3]=1)[N:12]=[C:13]([O:15][CH2:16][CH2:17][CH3:18])[N:22]([CH2:19][CH2:20][CH3:21])[C:7]2=[O:9]. Procedure details: To the remaining 320 mL solution of methyl 5-iodo-2-[(propoxythioxomethyl)amino]benzoate from Step C above was added 10.86 mL (0.132 mol) of propylamine. The reaction solution was heated at reflux overnight, concentrated to 1/3 volume under reduced pressure, and treated with 75 mL water added dropwise at room temperature. Following refrigeration at 0-5° C. overnight, an additional 25 mL H2O was added and cooling was continued for an additional 48 h. Filtration of the ensuing mixture provided 15....